This data is from the Open Reaction Database (ORD), a public repository of structured organic reaction records. The task is: describe an organic reaction: reactants, conditions, products, and yield Reactants: NC=1C=NN(C1N1CCC(C(CC1)F)NC(C(F)(F)F)=O)C1CC1 (N-(1-(4-amino-1-cyclopropyl-1H-pyrazol-5-yl)-5-fluoroazepan-4-yl)-2,2,2-trifluoroacetamide), C(C)(C)(C)OC(=O)NC1=C(N=C(S1)C1=C(C=CC(=C1)C)F)C(=O)O (5-(tert-butoxycarbonyl-amino)-2-(2-fluoro-5-methylphenyl)thiazole-4-carboxylic acid). The product is NC1=C(N=C(S1)C1=C(C=CC(=C1)C)F)C(=O)NC=1C=NN(C1N1CC[C@@H]([C@H](CC1)F)N)C1CC1 (5-amino-N-(5-((4S,5S)-4-amino-5-fluoroazepan-1-yl)-1-cyclopropyl-1H-pyrazol-4-yl)-2-(2-fluoro-5-methylphenyl)thiazole-4-carboxamide). Yield: 55.0%. Reaction SMILES: [NH2:1][C:2]1[CH:3]=[N:4][N:5]([CH:22]2[CH2:24][CH2:23]2)[C:6]=1[N:7]1[CH2:13][CH2:12][CH:11]([F:14])[CH:10]([NH:15]C(=O)C(F)(F)F)[CH2:9][CH2:8]1.C(OC([NH:32][C:33]1[S:37][C:36]([C:38]2[CH:43]=[C:42]([CH3:44])[CH:41]=[CH:40][C:39]=2[F:45])=[N:35][C:34]=1[C:46](O)=[O:47])=O)(C)(C)C>>[NH2:32][C:33]1[S:37][C:36]([C:38]2[CH:43]=[C:42]([CH3:44])[CH:41]=[CH:40][C:39]=2[F:45])=[N:35][C:34]=1[C:46]([NH:1][C:2]1[CH:3]=[N:4][N:5]([CH:22]2[CH2:23][CH2:24]2)[C:6]=1[N:7]1[CH2:13][CH2:12][C@H:11]([F:14])[C@@H:10]([NH2:15])[CH2:9][CH2:8]1)=[O:47]. Procedure: Following the procedure for Example 107 starting from N-(1-(4-amino-1-cyclopropyl-1H-pyrazol-5-yl)-5-fluoroazepan-4-yl)-2,2,2-trifluoroacetamide and 5-(tert-butoxycarbonyl-amino)-2-(2-fluoro-5-methylphenyl)thiazole-4-carboxylic acid gave 277 as a yellow solid (228 mg, 55% over two steps). 1H NMR (400 MHz, d4-MeOD) δ 8.07 (dd, J=7.3, 2.3 Hz, 1H), 7.48 (s, 1H), 7.24-7.19 (m, 1H), 7.11 (dd, J=11.4, 8.4 Hz, 1H), 4.49 (dtd, J=48.3, 8.8, 3.8 Hz, 1H), 3.56-3.48 (m, 1H), 3.47-3.34 (m, 4H), 3.23-3.13 (m,... Reactants: Cl, CN1CC=C(c2cc(F)c(C(=O)O)cc2F)CC1, O. Yields the product CN1CCC(c2cc(F)c(C(=O)O)cc2F)CC1. RXN SMILES: [ClH:1].[F:2][c:3]1[c:4]([C:5](=[O:6])[OH:7])[cH:8][c:9]([F:19])[c:10]([C:12]2=[CH:17][CH2:16][N:15]([CH3:18])[CH2:14][CH2:13]2)[cH:11]1.[OH2:20]>>[F:2][c:3]1[c:4]([C:5](=[O:6])[OH:7])[cH:8][c:9]([F:19])[c:10]([CH:12]2[CH2:13][CH2:14][N:15]([CH3:18])[CH2:16][CH2:17]2)[cH:11]1. The reactants are Cc1ccccc1, C1CCOC1, O=S(Cl)Cl, OCc1ccc(OCc2csc(-c3ccccc3)n2)cc1. The product is ClCc1ccc(OCc2csc(-c3ccccc3)n2)cc1. RXN SMILES: [CH3:31][c:32]1[cH:33][cH:34][cH:35][cH:36][cH:37]1.[O:22]1[CH2:23][CH2:24][CH2:25][CH2:26]1.[S:27]([Cl:28])([Cl:29])=[O:30].[c:1]1(-[c:7]2[s:8][cH:9][c:10]([CH2:12][O:13][c:14]3[cH:15][cH:16][c:17]([CH2:20][OH:21])[cH:18][cH:19]3)[n:11]2)[cH:2][cH:3][cH:4][cH:5][cH:6]1>>[c:1]1(-[c:7]2[s:8][cH:9][c:10]([CH2:12][O:13][c:14]3[cH:15][cH:16][c:17]([CH2:20][Cl:29])[cH:18][cH:19]3)[n:11]2)[cH:2][cH:3][cH:4][cH:5][cH:6]1. Reactants: S(=O)(=O)(C1=CC=C(C)C=C1)O[C@H]1[C@@H](O[C@@H]([C@H]1O)CO)N1C=NC=2C(N)=NC=NC12 (2'-O-Tosyladenosine), COC1=CC=C(C(C2=CC=C(C=C2)OC)(C2=CC=CC=C2)Cl)C=C1 (4,4'-dimethoxytrityl chloride). Solvent: N1=CC=CC=C1 (pyridine), N1=CC=CC=C1 (pyridine). Reaction conditions: time 20 hour. Yields the product COC1=CC=C(C(C2=CC=C(C=C2)OC)(C2=CC=CC=C2)NC=2C=3N=CN([C@H]4[C@H](OS(=O)(=O)C5=CC=C(C)C=C5)[C@H](O)[C@@H](COC(C5=CC=C(C=C5)OC)(C5=CC=C(C=C5)OC)C5=CC=CC=C5)O4)C3N=CN2)C=C1 (N6,O5 '-bis(4,4'-dimethoxytrityl)-2'-O-tosyladenosine). Isolated yield 75.4%. Reaction SMILES: [S:1]([O:11][C@@H:12]1[C@H:16]([OH:17])[C@@H:15]([CH2:18][OH:19])[O:14][C@H:13]1[N:20]1[C:29]2[N:28]=[CH:27][N:26]=[C:24]([NH2:25])[C:23]=2[N:22]=[CH:21]1)([C:4]1[CH:10]=[CH:9][C:7]([CH3:8])=[CH:6][CH:5]=1)(=[O:3])=[O:2].[CH3:30][O:31][C:32]1[CH:53]=[CH:52][C:35]([C:36](Cl)([C:45]2[CH:50]=[CH:49][CH:48]=[CH:47][CH:46]=2)[C:37]2[CH:42]=[CH:41][C:40]([O:43][CH3:44])=[CH:39][CH:38]=2)=[CH:34][CH:33]=1>N1C=CC=CC=1>[CH3:30][O:31][C:32]1[CH:53]=[CH:52][C:35]([C:36]([NH:25][C:24]2[C:23]3[N:22]=[CH:21][N:20]([C:29]=3[N:28]=[CH:27][N:26]=2)[C@@H:13]2[O:14][C@H:15]([CH2:18][O:19][C:36]([C:45]3[CH:50]=[CH:49][CH:48]=[CH:47][CH:46]=3)([C:37]3[CH:42]=[CH:41][C:40]([O:43][CH3:44])=[CH:39][CH:38]=3)[C:35]3[CH:34]=[CH:33][C:32]([O:31][CH3:30])=[CH:53][CH:52]=3)[C@@H:16]([OH:17])[C@H:12]2[O:11][S:1]([C:4]2[CH:10]=[CH:9][C:7]([CH3:8])=[CH:6][CH:5]=2)(=[O:2])=[O:3])([C:45]2[CH:50]=[CH:49][CH:48]=[CH:47][CH:46]=2)[C:37]2[CH:42]=[CH:41][C:40]([O:43][CH3:44])=[CH:39][CH:38]=2)=[CH:34][CH:33]=1. Procedure details: 2'-O-Tosyladenosine (Compound Al) (4.21 g, 10 mmol) and 4,4'-dimethoxytrityl chloride (7.45 g, 22 mmol) were added to anhydrous pyridine (50 ml), and stirred at room temperature for 20 hours. After ice cooling, 50% aqueous pyridine was added, the mixture was extracted with chloroform, and the organic layer was washed successively with aqueous sodium bicarbonate and water, and dried over magnesium sulfate. After distillating away the chloroform, the pyridine was removed by co-evaporation with tol... The reactants are CCOC(=O)c1ncn2c1CN(C)C(=O)c1c(Cl)cccc1-2, N#C[K], OCC1CC1. Yields the product CN1Cc2c(C(=O)OCC3CC3)ncn2-c2cccc(Cl)c2C1=O. As a reaction SMILES: [Cl:1][c:2]1[cH:3][cH:4][cH:5][c:6]2[c:7]1[C:8](=[O:22])[N:9]([CH3:21])[CH2:10][c:11]1[n:12]-2[cH:13][n:14][c:15]1[C:16](=[O:17])[O:18][CH2:19][CH3:20].[K:23][C:24]#[N:25].[OH:26][CH2:27][CH:28]1[CH2:29][CH2:30]1>>[Cl:1][c:2]1[cH:3][cH:4][cH:5][c:6]2[c:7]1[C:8](=[O:22])[N:9]([CH3:21])[CH2:10][c:11]1[n:12]-2[cH:13][n:14][c:15]1[C:16](=[O:17])[O:18][CH2:19][CH:20]1[CH2:27][CH2:28]1. Procedure details: A stirred solution of 2-[(S)-1-phenylethylamino]-4-[5-iodobenzimidazol-1-yl]pyrimidine (EXAMPLE 271) (37 mg), 3-thiophene boronic acid (16 mg), K2CO3 (35 mg) and Pd(PPh3)4 (0.97 mg) in 1:1 n-propanol:water (4 mL) was stirred under N2 at 100° C. for 16 h. The reaction mixture was cooled and poured into 100 mL EtOAc and washed with water, then brine. The organic layer was dried over anhydrous MgSO4, filtered and concentrated under reduced pressure. The product was purified by silica gel chromatogr... Reactants: C1(=CC=CC=C1)[C@H](C)NC1=NC=CC(=N1)N1C=NC2=C1C=CC(=C2)I (2-[(S)-1-Phenylethylamino]-4-[5-iodobenzimidazol-1-yl]pyrimidine), S1C=C(C=C1)B(O)O (3-thiophene boronic acid), C(=O)([O-])[O-].[K+].[K+] (K2CO3), C(CC)O (n-propanol). Solvent: CCOC(=O)C (EtOAc), O (water). As a reaction SMILES: [C:1]1([C@@H:7]([NH:9][C:10]2[N:15]=[C:14]([N:16]3[C:20]4[CH:21]=[CH:22][C:23](I)=[CH:24][C:19]=4[N:18]=[CH:17]3)[CH:13]=[CH:12][N:11]=2)[CH3:8])[CH:6]=[CH:5][CH:4]=[CH:3][CH:2]=1.[S:26]1[CH:30]=[CH:29][C:28](B(O)O)=[CH:27]1.C([O-])([O-])=O.[K+].[K+].C(O)CC>C1C=CC([P]([Pd]([P](C2C=CC=CC=2)(C2C=CC=CC=2)C2C=CC=CC=2)([P](C2C=CC=CC=2)(C2C=CC=CC=2)C2C=CC=CC=2)[P](C2C=CC=CC=2)(C2C=CC=CC=2)C2C=CC=CC=2)(C2C=CC=CC=2)C2C=CC=CC=2)=CC=1.CCOC(C)=O.O>[C:1]1([C@@H:7]([NH:9][C:10]2[N:15]=[C:14]([N:16]3[C:20]4[CH:21]=[CH:22][C:23]([C:28]5[CH:29]=[CH:30][S:26][CH:27]=5)=[CH:24][C:19]=4[N:18]=[CH:17]3)[CH:13]=[CH:12][N:11]=2)[CH3:8])[CH:6]=[CH:5][CH:4]=[CH:3][CH:2]=1 |f:2.3.4,^1:47,49,68,87|. Reagents/catalysts: C=1C=CC(=CC1)[P](C=2C=CC=CC2)(C=3C=CC=CC3)[Pd]([P](C=4C=CC=CC4)(C=5C=CC=CC5)C=6C=CC=CC6)([P](C=7C=CC=CC7)(C=8C=CC=CC8)C=9C=CC=CC9)[P](C=1C=CC=CC1)(C=1C=CC=CC1)C=1C=CC=CC1 (Pd(PPh3)4). The product is C1(=CC=CC=C1)[C@H](C)NC1=NC=CC(=N1)N1C=NC2=C1C=CC(=C2)C2=CSC=C2 (2-[(S)-1-Phenylethylamino]-4-[5-(thiophen-3-yl)-benzimidazol-1-yl]pyrimidine).